This data is from the Open Reaction Database (ORD), a public repository of structured organic reaction records. The task is: describe an organic reaction: reactants, conditions, products, and yield Yields the product COc1ccccc1-c1cc(S(N)(=O)=O)cc(C=O)c1OC. The reactants are OBO, COc1c(Br)cc(S(N)(=O)=O)cc1C=O, COc1ccccc1. RXN SMILES: [BH:16]([OH:17])[OH:18].[Br:1][c:2]1[cH:3][c:4]([S:12](=[O:13])(=[O:14])[NH2:15])[cH:5][c:6]([CH:10]=[O:11])[c:7]1[O:8][CH3:9].[CH3:19][O:20][c:21]1[cH:22][cH:23][cH:24][cH:25][cH:26]1>>[c:2]1(-[c:22]2[c:21]([O:20][CH3:19])[cH:26][cH:25][cH:24][cH:23]2)[cH:3][c:4]([S:12](=[O:13])(=[O:14])[NH2:15])[cH:5][c:6]([CH:10]=[O:11])[c:7]1[O:8][CH3:9].